From a dataset of the Open Reaction Database (ORD), a public repository of structured organic reaction records. describe an organic reaction: reactants, conditions, products, and yield The reactants are CC1(OB(OC1(C)C)C=1C=NNC1)C (4-(4,4,5,5-Tetramethyl-1,3,2-dioxaborolan-2-yl)-1H-pyrazole), CN(C)C=O (DMF), C([O-])([O-])=O.[Cs+].[Cs+] (cesium carbonate), CS(=O)(=O)OC1CCC(CC1)C(=O)OC(C)(C)C (tert-butyl 4-[(methylsulfonyl)oxy]cyclohexanecarboxylate). Run in C(C)OCC (diethyl ether). Conditions: temperature 90 celsius, time 22 hour. Product: CC1(OB(OC1(C)C)C=1C=NN(C1)C1CCC(CC1)C(=O)OC(C)(C)C)C (tert-butyl 4-[4-(4,4,5,5-tetramethyl-1,3,2-dioxaborolan-2-yl)-1H-pyrazol-1-yl]cyclohexanecarboxylate). As a reaction SMILES: [CH3:1][C:2]1([CH3:14])[C:6]([CH3:8])([CH3:7])[O:5][B:4]([C:9]2[CH:10]=[N:11][NH:12][CH:13]=2)[O:3]1.C(=O)([O-])[O-].[Cs+].[Cs+].CS(O[CH:26]1[CH2:31][CH2:30][CH:29]([C:32]([O:34][C:35]([CH3:38])([CH3:37])[CH3:36])=[O:33])[CH2:28][CH2:27]1)(=O)=O.CN(C=O)C>C(OCC)C>[CH3:1][C:2]1([CH3:14])[C:6]([CH3:7])([CH3:8])[O:5][B:4]([C:9]2[CH:13]=[N:12][N:11]([CH:26]3[CH2:31][CH2:30][CH:29]([C:32]([O:34][C:35]([CH3:38])([CH3:37])[CH3:36])=[O:33])[CH2:28][CH2:27]3)[CH:10]=2)[O:3]1 |f:1.2.3|. Reported procedure: 4-(4,4,5,5-Tetramethyl-1,3,2-dioxaborolan-2-yl)-1H-pyrazole (325 mg, 1.67 mmol), cesium carbonate (600 mg, 1.84 mmol), and tert-butyl 4-[(methylsulfonyl)oxy]cyclohexanecarboxylate (513 mg, 1.84 mmol) followed by DMF (5.6 mL) were added to an oven-dried flask. The reaction mixture was stirred at 90° C. for 22 hours then cooled to room temperature, diluted with diethyl ether, washed with water (3×50 mL), and then brine. The organic layer was dried over sodium sulfate, filtered, and concentrated un... The reactants are CCOC(=O)CCCBr, CN(C)C=O, CCOC(C)=O, [H-], N#CCc1ccccc1, [Na+], O. Product: CCOC(=O)CCCC(C#N)c1ccccc1. As a reaction SMILES: [Br:12][CH2:13][CH2:14][CH2:15][C:16](=[O:17])[O:18][CH2:19][CH3:20].[CH3:21][N:22]([CH3:23])[CH:24]=[O:25].[CH3:26][CH2:27][O:28][C:29](=[O:30])[CH3:31].[H-:1].[N:3]#[C:4][CH2:5][c:6]1[cH:7][cH:8][cH:9][cH:10][cH:11]1.[Na+:2].[OH2:32]>>[N:3]#[C:4][CH:5]([c:6]1[cH:7][cH:8][cH:9][cH:10][cH:11]1)[CH2:13][CH2:14][CH2:15][C:16](=[O:17])[O:18][CH2:19][CH3:20]. Reactants: C(C)(C)(C)OC(N(C)CC=1C2=CC=CC=C2C(=C2C=CC=CC12)C=O)=O ((10-Formyl-anthracen-9-ylmethyl)-methyl-carbamic acid tert-butyl ester), [BH4-].[Na+] (Sodium borohydride), CN (methylamine). Run in C1CCOC1 (THF), CO (MeOH). Reaction conditions: time 12 hour. Yields the product C(C)(C)(C)OC(N(CC=1C2=CC=CC=C2C(=C2C=CC=CC12)CNC)C)=O (Methyl-(10-methylaminomethyl-anthracen-9-ylmethyl)-carbamic acid tert-butyl ester). Yield: 83.0%. RXN SMILES: [C:1]([O:5][C:6](=[O:26])[N:7]([CH2:9][C:10]1[C:11]2[C:16]([C:17]([CH:24]=O)=[C:18]3[C:23]=1[CH:22]=[CH:21][CH:20]=[CH:19]3)=[CH:15][CH:14]=[CH:13][CH:12]=2)[CH3:8])([CH3:4])([CH3:3])[CH3:2].[CH3:27][NH2:28].[BH4-].[Na+]>C1COCC1.CO>[C:1]([O:5][C:6](=[O:26])[N:7]([CH3:8])[CH2:9][C:10]1[C:11]2[C:16]([C:17]([CH2:24][NH:28][CH3:27])=[C:18]3[C:23]=1[CH:22]=[CH:21][CH:20]=[CH:19]3)=[CH:15][CH:14]=[CH:13][CH:12]=2)([CH3:2])([CH3:4])[CH3:3] |f:2.3|. Reported procedure: Compound 4 (2.29 g, 6.56 mmol) was dissolved in the mixture of THF (50 mL) and MeOH (50 mL). To this solution was added the aqueous solution of methylamine (40%, wt, 20 mL), the reaction mixture was stirred at room temperature under nitrogen for 12 h. Sodium borohydride (1.00 g, 26.3 mmol) was added, and stirred for 30 min. After removal of the solvent in vacuo, the resulting residue was dissolved in ethyl acetate (100 mL), washed with water (3×50 mL), and dried over MgSO4. Solvent evaporation g... The reactants are ClC1=CC=C(C=C1)S(=O)(=O)N([C@@H](CCN1C(SCC1)C(=O)O)C)C1=C(C=CC(=C1)Cl)Cl (4-chloro-N-(2,5-dichlorophenyl)-N-(3-(2-carboxy-3-thiazolidinyl)-1(R)-methylpropyl)benzenesulfonamide), [K+].[Br-] (KBr), ClC1=CC=C(C=C1)S(=O)(=O)N([C@@H](CCCN1CSC(C1)CC(=O)O)C)C1=C(C=CC(=C1)Cl)Cl (4-chloro-N-(2,5-dichlorophenyl)-N-(4-(5-carboxymethyl-3-thiazolidinyl)-1(R)-methylbutyl)benzenesulfonamide), [OH-].[K+] (KOH). Yields the product ClC1=CC=C(C=C1)S(=O)(=O)N([C@@H](CCCN1CSC(C1)C(=O)O)C)C1=C(C=CC(=C1)Cl)Cl (4-chloro-N-(2,5-dichlorophenyl)-N-(4-(5-carboxy-3-thiazolidinyl)-1(R)-methylbutyl)benzenesulfonamide). Yield: 45.0%. Reaction SMILES: ClC1C=CC(S(N(C2C=C(Cl)C=CC=2Cl)[C@H](C)CCN2CCSC2[C:20]([OH:22])=[O:21])(=O)=O)=CC=1.[Cl:32][C:33]1[CH:38]=[CH:37][C:36]([S:39]([N:42]([C:57]2[CH:62]=[C:61]([Cl:63])[CH:60]=[CH:59][C:58]=2[Cl:64])[C@H:43]([CH3:56])[CH2:44][CH2:45][CH2:46][N:47]2[CH2:51][CH:50](CC(O)=O)[S:49][CH2:48]2)(=[O:41])=[O:40])=[CH:35][CH:34]=1.[OH-].[K+].[K+].[Br-]>>[Cl:32][C:33]1[CH:38]=[CH:37][C:36]([S:39]([N:42]([C:57]2[CH:62]=[C:61]([Cl:63])[CH:60]=[CH:59][C:58]=2[Cl:64])[C@H:43]([CH3:56])[CH2:44][CH2:45][CH2:46][N:47]2[CH2:51][CH:50]([C:20]([OH:22])=[O:21])[S:49][CH2:48]2)(=[O:41])=[O:40])=[CH:35][CH:34]=1 |f:2.3,4.5|. Reported procedure: 4-chloro-N-(2,5-dichlorophenyl)-N-(4-(5-carboxy-3-thiazolidinyl)-1(R)-methylbutyl)benzenesulfonamide was prepared analogous to 4-chloro-N-(2,5-dichlorophenyl)-N-(3-(2-carboxy-3-thiazolidinyl)-1(R)-methylpropyl)benzenesulfonamide by reacting 4-chloro-N-(2,5-dichlorophenyl)-N-(4-(5-carboxymethyl-3-thiazolidinyl)-1(R)-methylbutyl)benzenesulfonamide with 50% aqueous KOH. Yield=45%; White powder: IR (KBr) 1467, 1350, 1167, 1094, 754, 622 cm−1; MS (ESI+), 537 (M+H)+.